This data is from the Open Reaction Database (ORD), a public repository of structured organic reaction records. The task is: describe an organic reaction: reactants, conditions, products, and yield Reactants: halogen, CHX3, CX4, S(=O)([O-])[O-] (sulfite), ClCl (chlorine), hypohalite, C1C=CN(C=C1C(=O)N)C2C(C(C(O2)COP(=O)([O-])OP(=O)([O-])OCC3C(C(C(O3)N4C=NC5=C4N=CN=C5N)OP(=O)([O-])[O-])O)O)O.[Na+].[Na+].[Na+].[Na+] (tetrasodium), C1(=CC=C(C=2C(=CC=C(C12)C(=O)O)C(=O)O)C(=O)O)C(=O)O (naphthalene-1,4,5,8-tetracarboxylic acid), BrBr (bromine). Product: [Na][Na] (disodium), C1(=CC=C(C=2C(=CC=C(C12)C(=O)O)C(=O)O)C(=O)O)C(=O)O (naphthalene-1,4,5,8-tetracarboxylic acid). As a reaction SMILES: ClCl.BrBr.S([O-])([O-])=O.C1C(C(N)=O)=CN(C2OC(COP(OP(OCC3OC(N4C5N=CN=C(N)C=5N=C4)C(OP([O-])([O-])=O)C3O)([O-])=O)([O-])=O)C(O)C2O)C=C1.[Na+:57].[Na+:58].[Na+].[Na+].[C:61]1([C:80]([OH:82])=[O:81])[C:70]2[C:69]([C:71]([OH:73])=[O:72])=[CH:68][CH:67]=[C:66]([C:74]([OH:76])=[O:75])[C:65]=2[C:64]([C:77]([OH:79])=[O:78])=[CH:63][CH:62]=1>>[Na:57][Na:58].[C:61]1([C:80]([OH:82])=[O:81])[C:70]2[C:69]([C:71]([OH:73])=[O:72])=[CH:68][CH:67]=[C:66]([C:74]([OH:76])=[O:75])[C:65]=2[C:64]([C:77]([OH:79])=[O:78])=[CH:63][CH:62]=1 |f:3.4.5.6.7|. Reported procedure: In the aqueous-alkaline hypohalite oxidation of organic compounds, in particular in the alkaline hypochlorite oxidation of 2,7-dibromodiindanedione (3) to give the tetraalkali metal salt of naphthalene-1,4,5,8-tetracarboxylic acid, the ecological pollution by halogen-containing compounds of the classes CHX3 and CX4, in which X is chlorine, bromine or a combination thereof, is eliminated by carrying out the aqueous-alkaline hypohalite oxidation at a temperature of between 20° and 60° C., preferab... The reactants are O[C@H]1C[C@@H]2CC[C@H]3[C@@H]4CC[C@H](C(COC)=O)[C@]4(CC([C@@H]3[C@]2(CC1)C)=O)C (3α-hydroxy-21-methoxy-5α-pregnane-11,20-dione), C(C)(=O)OC(C)=O (acetic anhydride). Solvent: N1=CC=CC=C1 (pyridine). Product: C(C)(=O)O[C@H]1C[C@@H]2CC[C@H]3[C@@H]4CC[C@H](C(COC)=O)[C@]4(CC([C@@H]3[C@]2(CC1)C)=O)C (3α-acetoxy-21-methoxy-5α-pregnane-11,20-dione). Reaction SMILES: [OH:1][C@@H:2]1[CH2:23][CH2:22][C@@:21]2([CH3:24])[C@@H:4]([CH2:5][CH2:6][C@@H:7]3[C@@H:20]2[C:19](=[O:25])[CH2:18][C@@:17]2([CH3:26])[C@H:8]3[CH2:9][CH2:10][C@@H:11]2[C:12](=[O:16])[CH2:13][O:14][CH3:15])[CH2:3]1.[C:27](OC(=O)C)(=[O:29])[CH3:28]>N1C=CC=CC=1>[C:27]([O:1][C@@H:2]1[CH2:23][CH2:22][C@@:21]2([CH3:24])[C@@H:4]([CH2:5][CH2:6][C@@H:7]3[C@@H:20]2[C:19](=[O:25])[CH2:18][C@@:17]2([CH3:26])[C@H:8]3[CH2:9][CH2:10][C@@H:11]2[C:12](=[O:16])[CH2:13][O:14][CH3:15])[CH2:3]1)(=[O:29])[CH3:28]. Procedure details: A solution of 3α-hydroxy-21-methoxy-5α-pregnane-11,20-dione (0.2 g.) in pyridine (1.0 ml.) was treated with acetic anhydride (0.2 ml.) at room temperature for 16 hours. The mixture was then partitioned between ether and 2N-hydrochloric acid and the organic layer was washed with water, dried (Na2SO4) and evaporated. The residue was recrystallised from acetone/petroleum ether to give 3α-acetoxy-21-methoxy-5α-pregnane-11,20-dione (0.17 g.) as white needles; m.p. 93°; [α]D + 107°, (c 0.7).